From a dataset of the Open Reaction Database (ORD), a public repository of structured organic reaction records. describe an organic reaction: reactants, conditions, products, and yield The reactants are N([C@H](CC1=CC=CC=C1)C(=O)NCC(=O)OC)C(=O)OCC1=CC=CC=C1 (CBZ-D-Phe-Gly-OMe). Reagents/catalysts: [Pd] (Pd/C). The solvent is CO (MeOH). The product is N[C@H](CC1=CC=CC=C1)C(=O)NCC(=O)OC (D-Phe-Gly-OMe). Yield: 97.7%. RXN SMILES: [NH:1](C(OCC1C=CC=CC=1)=O)[C@@H:2]([C:10]([NH:12][CH2:13][C:14]([O:16][CH3:17])=[O:15])=[O:11])[CH2:3][C:4]1[CH:9]=[CH:8][CH:7]=[CH:6][CH:5]=1>CO.[Pd]>[NH2:1][C@@H:2]([C:10]([NH:12][CH2:13][C:14]([O:16][CH3:17])=[O:15])=[O:11])[CH2:3][C:4]1[CH:9]=[CH:8][CH:7]=[CH:6][CH:5]=1. Procedure details: CBZ-D-Phe-Gly-OMe (9.5 9. 26 mmol) was dissolved in MeOH (150 ml) and subjected to hydrogenolysis in the presence of 10% Pd/C (1 g) and H2 -atmosphere (balloon filled with H2) for 4 h at room temperature. At the end, the catalyst was removed by filtration through a celite bed and the removal of MeOH under reduced pressure gave 6 g of D-Phe-Gly-OMe (≈100%, crude yield).